Dataset: the Open Reaction Database (ORD), a public repository of structured organic reaction records. Task: describe an organic reaction: reactants, conditions, products, and yield As a reaction SMILES: [CH2:1]([Li])[CH2:2][CH2:3][CH3:4].[Cu]C#N.[CH3:9][C@:10]12[CH2:26][CH2:25][C:24]3[C@@H:15]([CH2:16][CH2:17][C:18]4[C:23]=3[CH2:22][CH2:21][C:20](=[O:27])[CH:19]=4)[C@@H:14]1[CH:13]=[CH:12][C:11]2=[O:28]>CCCCCC.O1CCCC1.N>[CH2:1]([C@H:13]1[C@H:14]2[C@H:15]3[C:24]([CH2:25][CH2:26][C@:10]2([CH3:9])[C:11](=[O:28])[CH2:12]1)=[C:23]1[C:18](=[CH:19][C:20](=[O:27])[CH2:21][CH2:22]1)[CH2:17][CH2:16]3)[CH2:2][CH2:3][CH3:4]. Run at time 90 minute. Yields the product C(CCC)[C@@H]1CC([C@]2(C)[C@@H]1[C@@H]1CCC3=CC(CCC3=C1CC2)=O)=O (15β-n-Butyl-4,9-estradiene-3,17-dione). Solvent: N (ammonia), O1CCCC1 (tetrahydrofuran), CCCCCC (hexane), O1CCCC1 (tetrahydrofuran). Reactants: C[C@@]12C(C=C[C@H]1[C@@H]1CCC3=CC(CCC3=C1CC2)=O)=O (4,9,15-estratriene-3,17-dione), solution, C(CCC)[Li] (n-butyllithium), [Cu]C#N (copper(I) cyanide). Procedure details: 6.25 ml of a 15% solution of n-butyllithium in hexane are added to a suspension of 500 mg of copper(I) cyanide in 10 ml of absolute tetrahydrofuran drop by drop at -78° C. After addition, it is stirred for 15 minutes more at -78° C., before a solution of 1.2 g of 4,9,15-estratriene-3,17-dione in 20 ml of absolute tetrahydrofuran is added drop by drop. Then it is stirred for 90 minutes, during which the temperature of the reaction solution is allowed gradually to rise to -20° C. For finishing, it... The reactants are CN(C=1C=C(OC=2C=CC(=C(C2)N(C(OC(C)(C)C)=O)C)[N+](=O)[O-])C=CC1)C (t-butyl N-[5-(3-dimethylaminophenoxy)-2-nitrophenyl]-N-methylcarbamate). The reagents and catalysts are [Pd] (palladium on carbon). Run in CO (methanol). The product is NC1=C(C=C(C=C1)OC1=CC(=CC=C1)N(C)C)N(C(OC(C)(C)C)=O)C (t-Butyl N-[2-amino-5-(3-dimethylaminophenoxy)phenyl]-N-methylcarbamate). Isolated yield 82.6%. RXN SMILES: [CH3:1][N:2]([CH3:28])[C:3]1[CH:4]=[C:5]([CH:25]=[CH:26][CH:27]=1)[O:6][C:7]1[CH:8]=[CH:9][C:10]([N+:22]([O-])=O)=[C:11]([N:13]([CH3:21])[C:14](=[O:20])[O:15][C:16]([CH3:19])([CH3:18])[CH3:17])[CH:12]=1>[Pd].CO>[NH2:22][C:10]1[CH:9]=[CH:8][C:7]([O:6][C:5]2[CH:25]=[CH:26][CH:27]=[C:3]([N:2]([CH3:1])[CH3:28])[CH:4]=2)=[CH:12][C:11]=1[N:13]([CH3:21])[C:14](=[O:20])[O:15][C:16]([CH3:17])([CH3:18])[CH3:19]. Reported procedure: In a similar manner to that described in Reference Example 7, a reaction was carried out using t-butyl N-[5-(3-dimethylaminophenoxy)-2-nitrophenyl]-N-methylcarbamate (2.14 g), palladium on carbon (10%, 2.14 g) and methanol (40 ml) and the reaction mixture was purified to give the title compound (1.63 g). Yields the product COC1COCCC1=O. Reactants: C1CCOC1, COC1COCCC1(OC)OC, Cl, O. Reaction SMILES: [CH2:14]1[O:15][CH2:16][CH2:17][CH2:18]1.[CH3:1][O:2][CH:3]1[CH2:4][O:5][CH2:6][CH2:7][C:8]1([O:9][CH3:12])[O:10][CH3:11].[ClH:13].[OH2:19]>>[CH3:1][O:2][CH:3]1[CH2:4][O:5][CH2:6][CH2:7][C:8]1=[O:9]. The reactants are BrB(Br)Br, CCOCC, COc1ccc(NCC(=O)N2CCC(Cc3ccc(F)cc3)CC2)cc1. The product is O=C(CNc1ccc(O)cc1)N1CCC(Cc2ccc(F)cc2)CC1. As a reaction SMILES: [B:27]([Br:28])([Br:29])[Br:30].[CH2:31]([O:32][CH2:33][CH3:34])[CH3:35].[F:1][c:2]1[cH:3][cH:4][c:5]([CH2:6][CH:7]2[CH2:8][CH2:9][N:10]([C:13]([CH2:14][NH:15][c:16]3[cH:17][cH:18][c:19]([O:22][CH3:23])[cH:20][cH:21]3)=[O:24])[CH2:11][CH2:12]2)[cH:25][cH:26]1>>[F:1][c:2]1[cH:3][cH:4][c:5]([CH2:6][CH:7]2[CH2:8][CH2:9][N:10]([C:13]([CH2:14][NH:15][c:16]3[cH:17][cH:18][c:19]([OH:22])[cH:20][cH:21]3)=[O:24])[CH2:11][CH2:12]2)[cH:25][cH:26]1. The reactants are C1(CC1)CN1C(=O)N(C=2N=C(NC2C1=O)N)CC1CC1 (1,3-dicyclopropylmethyl-8-amino xanthine), C1(CC1)CN1C(=O)N(C=2N=CNC2C1=O)CC1CC1 (1,3-dicyclopropylmethyl xanthine), [N+](=O)(O)[O-] (nitric acid). Yields the product C1(CC1)CN1C(=O)N(C=2N=C(NC2C1=O)[N+](=O)[O-])CC1CC1 (1,3-dicyclopropylmethyl-8-nitro xanthine). As a reaction SMILES: C1(CN2C(=O)C3NC(N)=NC=3N(CC3CC3)C2=O)CC1.[CH:21]1([CH2:24][N:25]2[C:34](=[O:35])[C:33]3[NH:32][CH:31]=[N:30][C:29]=3[N:28]([CH2:36][CH:37]3[CH2:39][CH2:38]3)[C:26]2=[O:27])[CH2:23][CH2:22]1.[N+:40]([O-])([OH:42])=[O:41]>>[CH:21]1([CH2:24][N:25]2[C:34](=[O:35])[C:33]3[NH:32][C:31]([N+:40]([O-:42])=[O:41])=[N:30][C:29]=3[N:28]([CH2:36][CH:37]3[CH2:39][CH2:38]3)[C:26]2=[O:27])[CH2:23][CH2:22]1. Procedure: A process for making 1,3-dicyclopropylmethyl-8-amino xanthine which process comprises reacting 1,3-dicyclopropylmethyl xanthine with nitric acid to yield 1,3-dicyclopropylmethyl-8-nitro xanthine and thereafter reducing the nitro group to an amino group to yield 1,3-dicyclopropylmethyl-8-amino xanthine.